From a dataset of the Open Reaction Database (ORD), a public repository of structured organic reaction records. describe an organic reaction: reactants, conditions, products, and yield The reactants are CN(C)c1ccncc1, CCOC(C)=O, COc1cc2nccc(Cl)c2cc1OC, O=C(NC1CC(=O)N(c2ccc(O)c(F)c2)C1)c1ccccc1, C1COCCO1. Product: COc1cc2nccc(Oc3ccc(N4CC(NC(=O)c5ccccc5)CC4=O)cc3F)c2cc1OC. As a reaction SMILES: [CH3:39][N:40]([c:41]1[cH:42][cH:43][n:44][cH:45][cH:46]1)[CH3:47].[CH3:54][CH2:55][O:56][C:57]([CH3:58])=[O:59].[Cl:1][c:2]1[cH:3][cH:4][n:5][c:6]2[cH:7][c:8]([O:14][CH3:15])[c:9]([O:12][CH3:13])[cH:10][c:11]12.[F:16][c:17]1[cH:18][c:19]([N:24]2[CH2:25][CH:26]([NH:30][C:31]([c:32]3[cH:33][cH:34][cH:35][cH:36][cH:37]3)=[O:38])[CH2:27][C:28]2=[O:29])[cH:20][cH:21][c:22]1[OH:23].[O:48]1[CH2:49][CH2:50][O:51][CH2:52][CH2:53]1>>[c:2]1([O:23][c:22]2[c:17]([F:16])[cH:18][c:19]([N:24]3[CH2:25][CH:26]([NH:30][C:31]([c:32]4[cH:33][cH:34][cH:35][cH:36][cH:37]4)=[O:38])[CH2:27][C:28]3=[O:29])[cH:20][cH:21]2)[cH:3][cH:4][n:5][c:6]2[cH:7][c:8]([O:14][CH3:15])[c:9]([O:12][CH3:13])[cH:10][c:11]12. Starting materials: NC1=C(C=CC(=C1)OC)/C=C/C(=O)OC (methyl (2E)-3-(2-amino-4-methoxyphenyl)acrylate), NC1=C(C=CC(=C1)OC)/C=C/C(=O)OC (methyl (2E)-3-(2-amino-4-methoxyphenyl)acrylate). Run in C(C)#N (acetonitrile). Product: COC1=CC=C2C=CC(NC2=C1)=O (7-Methoxyquinolin-2(1H)-one). The yield is 84.9%. RXN SMILES: [NH2:1][C:2]1[CH:7]=[C:6]([O:8][CH3:9])[CH:5]=[CH:4][C:3]=1/[CH:10]=[CH:11]/[C:12]([O:14]C)=O>C(#N)C>[CH3:9][O:8][C:6]1[CH:7]=[C:2]2[C:3]([CH:10]=[CH:11][C:12](=[O:14])[NH:1]2)=[CH:4][CH:5]=1. Procedure: A solution of methyl (2E)-3-(2-amino-4-methoxyphenyl)acrylate (Intermediate 4, 500 mg, 2.4 mmol) in acetonitrile (600 mL) was deoxygenated under vacuum, purged with nitrogen and irradiated at 365 nm with a long wave UV lamp (B-100AP, Blak Ray) for 28 hours. The solvent was removed under reduced pressure and the product was precipitated from dichloromethane (20 mL) by the addition of hexanes (100 mL) to give 357 mg (76% yield) of the crude product as a colorless solid, 90% pure by 1H-1-NMR (toget...